This data is from the Open Reaction Database (ORD), a public repository of structured organic reaction records. The task is: describe an organic reaction: reactants, conditions, products, and yield Starting materials: CC1(C2CC3CC(CC1C3)C2)OC2=CC=C(C=C2)[N+](=O)[O-] (4-(2-methyl-2-adamantyloxy)-nitrobenzene). The reagents and catalysts are [Pd] (Pd/C). The solvent is C(C)(=O)OCC (ethyl acetate). Product: CC1(C2CC3CC(CC1C3)C2)OC2=CC=C(N)C=C2 (4-(2-Methyl-2-adamantyloxy)aniline). Reaction SMILES: [CH3:1][C:2]1([O:12][C:13]2[CH:18]=[CH:17][C:16]([N+:19]([O-])=O)=[CH:15][CH:14]=2)[CH:9]2[CH2:10][CH:5]3[CH2:6][CH:7]([CH2:11][CH:3]1[CH2:4]3)[CH2:8]2>[Pd].C(OCC)(=O)C>[CH3:1][C:2]1([O:12][C:13]2[CH:14]=[CH:15][C:16]([NH2:19])=[CH:17][CH:18]=2)[CH:9]2[CH2:10][CH:5]3[CH2:6][CH:7]([CH2:11][CH:3]1[CH2:4]3)[CH2:8]2. Reported procedure: A solution of 15.0 g. (0.0522 mole) of 4-(2-methyl-2-adamantyloxy)-nitrobenzene in 150 ml. of ethyl acetate was hydrogenated over 10% Pd/C. The crude product was recrystallized from CH2Cl2 and Skellysolve B to give 8.6 g. of light tan solid, m.p. 95.6°-97.9° C.